The task is: describe an organic reaction: reactants, conditions, products, and yield. This data is from the Open Reaction Database (ORD), a public repository of structured organic reaction records. Reactants: COC=1C=C(C(=O)N2C[C@](CC2)(C2=CC(=C(C=C2)Cl)Cl)CCN2CCC(CC2)NC2=NC3=C(N2C)C=CC=C3)C=C(C1OC)OC ((R)-1-(3,4,5-trimethoxybenzoyl)-3-(2-(4-(1-methyl-1H-benzimidazol-2-yl-amino)piperidin-1-yl)ethyl)-3-(3,4-dichlorophenyl)pyrrolidine), C(C)OCC (diethyl ether), CS(=O)(=O)O (methanesulfonic acid), C(C)(C)O (isopropanol). Solvent: C(C)(=O)OCC (ethyl acetate), C(C)(=O)OCC (ethyl acetate). Reaction conditions: time 18 hour. Yields the product CS(=O)(=O)O.COC=1C=C(C(=O)N2C[C@](CC2)(C2=CC(=C(C=C2)Cl)Cl)CCN2CCC(CC2)NC2=NC3=C(N2C)C=CC=C3)C=C(C1OC)OC ((R)-1-(3,4,5-trimethoxybenzoyl)-3-(2-(4-(1-methyl-1H-benzimidazol-2-yl-amino)piperidin-1-yl)ethyl)-3-(3,4-dichlorophenyl)pyrrolidine Methanesulfonic Acid Salt). Reaction SMILES: [CH3:1][O:2][C:3]1[CH:4]=[C:5]([CH:40]=[C:41]([O:45][CH3:46])[C:42]=1[O:43][CH3:44])[C:6]([N:8]1[CH2:12][CH2:11][C@:10]([CH2:21][CH2:22][N:23]2[CH2:28][CH2:27][CH:26]([NH:29][C:30]3[N:34]([CH3:35])[C:33]4[CH:36]=[CH:37][CH:38]=[CH:39][C:32]=4[N:31]=3)[CH2:25][CH2:24]2)([C:13]2[CH:18]=[CH:17][C:16]([Cl:19])=[C:15]([Cl:20])[CH:14]=2)[CH2:9]1)=[O:7].[CH3:47][S:48]([OH:51])(=[O:50])=[O:49].C(O)(C)C.C(OCC)C>C(OCC)(=O)C>[CH3:47][S:48]([OH:51])(=[O:50])=[O:49].[CH3:46][O:45][C:41]1[CH:40]=[C:5]([CH:4]=[C:3]([O:2][CH3:1])[C:42]=1[O:43][CH3:44])[C:6]([N:8]1[CH2:12][CH2:11][C@:10]([CH2:21][CH2:22][N:23]2[CH2:24][CH2:25][CH:26]([NH:29][C:30]3[N:34]([CH3:35])[C:33]4[CH:36]=[CH:37][CH:38]=[CH:39][C:32]=4[N:31]=3)[CH2:27][CH2:28]2)([C:13]2[CH:18]=[CH:17][C:16]([Cl:19])=[C:15]([Cl:20])[CH:14]=2)[CH2:9]1)=[O:7] |f:5.6|. Reported procedure: Combine (R)-1-(3,4,5-trimethoxybenzoyl)-3-(2-(4-(1-methyl-1H-benzimidazol-2-yl-amino)piperidin-1-yl)ethyl)-3-(3,4-dichlorophenyl)pyrrolidine (0.3 g) and ethyl acetate (10 mL). Add dropwise, a solution of methanesulfonic acid (0.11 g, 1.1 mmol) in ethyl acetate (2 mL). Evaporate in vacuo to give a residue. Combine the residue and isopropanol (5 mL) and diethyl ether (200 mL). After 18 hours, a solid is obtained. Decant the supernatant and add diethyl ether. Collect the solid and dry in vacuo to g... Starting materials: O (water), FC1=NC(=CC=C1O)C (2-Fluoro-3-hydroxy-6-picoline), C(C)I (ethyl iodide), C([O-])([O-])=O.[K+].[K+] (potassium carbonate). Run in C(C)(=O)OCC (ethyl acetate), CN(C)C=O (DMF). Yields the product C(C)OC=1C(=NC(=CC1)C)F (3-Ethoxy-2-fluoro-6-methylpyridine). As a reaction SMILES: [F:1][C:2]1[C:7]([OH:8])=[CH:6][CH:5]=[C:4]([CH3:9])[N:3]=1.C(=O)([O-])[O-].[K+].[K+].[CH2:16](I)[CH3:17].O>CN(C=O)C.C(OCC)(=O)C>[CH2:16]([O:8][C:7]1[C:2]([F:1])=[N:3][C:4]([CH3:9])=[CH:5][CH:6]=1)[CH3:17] |f:1.2.3|. Procedure details: 2-Fluoro-3-hydroxy-6-picoline (500 mg) was initially introduced in absolute DMF (20 ml) and potassium carbonate (1 g) was added. After this, ethyl iodide (0.6 ml) was added dropwise with stirring and the mixture was stirred for 1 h. Subsequently, water and ethyl acetate were added to the reaction mixture. After separating off the organic phase, the mixture was additionally extracted three times with ethyl acetate. The combined extracts were dried over sodium sulfate, filtered and concentrated. T...